This data is from the Open Reaction Database (ORD), a public repository of structured organic reaction records. The task is: describe an organic reaction: reactants, conditions, products, and yield The reactants are C(#N)C1=CC(=C(C=C1)C=1C=NN(C1O)C1=NC=C(C(=O)O)C=C1)C (6-(4-(4-cyano-2-methylphenyl)-5-hydroxy-1H-pyrazol-1-yl)nicotinic acid), COCC[C@@H](C)N ((R)-4-methoxybutan-2-amine). The product is C(#N)C1=CC(=C(C=C1)C=1C=NN(C1O)C1=NC=C(C(=O)N[C@H](C)CCOC)C=C1)C ((R)-6-(4-(4-cyano-2-methylphenyl)-5-hydroxy-1H-pyrazol-1-yl)-N-(4-methoxybutan-2-yl)nicotinamide). Reaction SMILES: [C:1]([C:3]1[CH:8]=[CH:7][C:6]([C:9]2[CH:10]=[N:11][N:12]([C:15]3[CH:23]=[CH:22][C:18]([C:19](O)=[O:20])=[CH:17][N:16]=3)[C:13]=2[OH:14])=[C:5]([CH3:24])[CH:4]=1)#[N:2].[CH3:25][O:26][CH2:27][CH2:28][C@H:29]([NH2:31])[CH3:30]>>[C:1]([C:3]1[CH:8]=[CH:7][C:6]([C:9]2[CH:10]=[N:11][N:12]([C:15]3[CH:23]=[CH:22][C:18]([C:19]([NH:31][C@@H:29]([CH2:28][CH2:27][O:26][CH3:25])[CH3:30])=[O:20])=[CH:17][N:16]=3)[C:13]=2[OH:14])=[C:5]([CH3:24])[CH:4]=1)#[N:2]. Procedure details: The title compound was prepared in a manner similar to Example 112 using 6-(4-(4-cyano-2-methylphenyl)-5-hydroxy-1H-pyrazol-1-yl)nicotinic acid and (R)-4-methoxybutan-2-amine. 1H NMR (400 MHz, DMSO-d6) δ ppm 1.19 (d, J=6.82 Hz, 3H) 1.67-1.77 (m, 1H) 1.77-1.89 (m, 1H) 2.44 (s, 3H) 3.39 (t, J=6.57 Hz, 2H) 4.05-4.20 (m, 1H) 7.67 (d, J=8.08 Hz, 1H) 7.74 (s, 1H) 7.78 (br. s., 1H) 8.17 (br. s., 1H) 8.43 (d, J=7.07 Hz, 3H) 8.87-8.95 (m, 1H) 12.98-13.34 (m, 1H); ESI-MS m/z [M+H]+ 406.2.